From a dataset of the Open Reaction Database (ORD), a public repository of structured organic reaction records. describe an organic reaction: reactants, conditions, products, and yield Reported procedure: A solution containing the product from Example 119A (0.095 g, 0.14 mmol) in THF (1 mL) was treated with a solution of HCl in dioxane (0.25 mL, 4 N), stirred at 50° C. for 16 hours, cooled and concentrated under reduced pressure. The residue was dissolved in ethanol and concentrated several times to give the title compound as hydrochloride salt, which was used without further purification. Run at temperature 50 celsius, time 16 hour. Reactants: Cl (HCl), C(C)(C)(C)OC(=O)N[C@H](C[C@H]1[C@@H](N(C(O1)(C)C)C(=O)OCC1=CC=CC=C1)CC1=CC=C(C=C1)C1=NC(=CC=C1)OC)CC1=CC=CC=C1 (benzyl (4S,5S)-5-{(2S)-2-[(tert-butoxycarbonyl)amino]-3-phenylpropyl}-4-[4-(6-methoxy-2-pyridinyl)benzyl]-2,2-dimethyl-1,3-oxazolidine-3-carboxylate). The product is N[C@H](C[C@@H]([C@H](CC1=CC=C(C=C1)C1=NC(=CC=C1)OC)NC(OCC1=CC=CC=C1)=O)O)CC1=CC=CC=C1 (benzyl (1S,2S,4S)-4-amino-2-hydroxy-1-[4-(6-methoxy-2-pyridinyl)benzyl]-5-phenylpentylcarbamate), hydrochloride salt. Run in O1CCOCC1 (dioxane), C1CCOC1 (THF). Reaction SMILES: C(OC([NH:8][C@@H:9]([CH2:43][C:44]1[CH:49]=[CH:48][CH:47]=[CH:46][CH:45]=1)[CH2:10][C@@H:11]1[O:15]C(C)(C)[N:13]([C:18]([O:20][CH2:21][C:22]2[CH:27]=[CH:26][CH:25]=[CH:24][CH:23]=2)=[O:19])[C@H:12]1[CH2:28][C:29]1[CH:34]=[CH:33][C:32]([C:35]2[CH:40]=[CH:39][CH:38]=[C:37]([O:41][CH3:42])[N:36]=2)=[CH:31][CH:30]=1)=O)(C)(C)C.Cl>C1COCC1.O1CCOCC1>[NH2:8][C@@H:9]([CH2:43][C:44]1[CH:49]=[CH:48][CH:47]=[CH:46][CH:45]=1)[CH2:10][C@H:11]([OH:15])[C@@H:12]([NH:13][C:18](=[O:19])[O:20][CH2:21][C:22]1[CH:23]=[CH:24][CH:25]=[CH:26][CH:27]=1)[CH2:28][C:29]1[CH:34]=[CH:33][C:32]([C:35]2[CH:40]=[CH:39][CH:38]=[C:37]([O:41][CH3:42])[N:36]=2)=[CH:31][CH:30]=1.